From a dataset of the Open Reaction Database (ORD), a public repository of structured organic reaction records. describe an organic reaction: reactants, conditions, products, and yield The reactants are C1(=CC=CC=C1)S(=O)(=O)C1=CNC2=CC=CC(=C12)CCCO (3-[3-(phenylsulfonyl)-1H-indol-4-yl]propan-1-ol), N1=CC=CC=C1 (pyridine), C1(=CC=C(C=C1)S(=O)(=O)Cl)C (p-toluenesulfonyl chloride). The solvent is C(C)#N (acetonitrile). Conditions: time 11 day. Yields the product C1(=CC=CC=C1)S(=O)(=O)C1=CNC2=CC=CC(=C12)CCCCl (3-phenylsulfonyl-4-(3-chloro-propyl)-1H-indole). Yield: 48.0%. As a reaction SMILES: [C:1]1([S:7]([C:10]2[C:18]3[C:13](=[CH:14][CH:15]=[CH:16][C:17]=3[CH2:19][CH2:20][CH2:21]O)[NH:12][CH:11]=2)(=[O:9])=[O:8])[CH:6]=[CH:5][CH:4]=[CH:3][CH:2]=1.N1C=CC=CC=1.C1(C)C=CC(S([Cl:38])(=O)=O)=CC=1>C(#N)C>[C:1]1([S:7]([C:10]2[C:18]3[C:13](=[CH:14][CH:15]=[CH:16][C:17]=3[CH2:19][CH2:20][CH2:21][Cl:38])[NH:12][CH:11]=2)(=[O:9])=[O:8])[CH:6]=[CH:5][CH:4]=[CH:3][CH:2]=1. Procedure: To a solution of 3-[3-(phenylsulfonyl)-1H-indol-4-yl]propan-1-ol (1.006 g, 3.19 mmol) in anhydrous acetonitrile (25 mL) at room temperature under nitrogen was added pyridine (0.65 mL, 7.97 mmol) followed by p-toluenesulfonyl chloride, and the reaction mixture stirred for 11 days. The reaction mixture was then concentrated to a small volume in vacuo, and the mixture partitioned between ethyl acetate (100 mL) and 1 N aqueous HCl (100 mL). The organic phase was separated, washed with water (2×100 m... Yields the product COc1ccc(C(=O)NCC(O)CCO)cc1C=Cc1ccc(OC(F)(F)F)cc1. RXN SMILES: [BH3:45].[CH3:32][N:33]1[CH2:34][CH2:35][O:36][CH2:37][CH2:38]1.[Cl:39][C:40]([O:41][CH2:42][CH3:43])=[O:44].[Li:46].[O:47]1[CH2:48][CH2:49][CH2:50][CH2:51]1.[OH2:52].[OH:1][CH:2]([CH2:3][C:4](=[O:5])[OH:6])[CH2:7][NH:8][C:9]([c:10]1[cH:11][c:12]([CH:18]=[CH:19][c:20]2[cH:21][cH:22][c:23]([O:26][C:27]([F:28])([F:29])[F:30])[cH:24][cH:25]2)[c:13]([O:16][CH3:17])[cH:14][cH:15]1)=[O:31]>>[OH:1][CH:2]([CH2:3][CH2:4][OH:5])[CH2:7][NH:8][C:9]([c:10]1[cH:11][c:12]([CH:18]=[CH:19][c:20]2[cH:21][cH:22][c:23]([O:26][C:27]([F:28])([F:29])[F:30])[cH:24][cH:25]2)[c:13]([O:16][CH3:17])[cH:14][cH:15]1)=[O:31]. The reactants are B, CN1CCOCC1, CCOC(=O)Cl, [Li], C1CCOC1, O, COc1ccc(C(=O)NCC(O)CC(=O)O)cc1C=Cc1ccc(OC(F)(F)F)cc1. The reactants are Cl.C(C)N=C=NCCCN(C)C (1-ethyl-3-(3-dimethylaminopropyl)carbodiimide.hydrochloride), S1C(=CC=C1)C[C@@H](C(=O)O)NC(=O)OCC1=CC=CC=C1 ((2S)-3-(2-thienyl)-2-(benzyloxycarbonylamino)propionic acid), Br.C(C1=CC=CC=C1)OC(=O)C=1N=COC1CCN (4-benzyloxycarbonyl-5-(2-aminoethyl)oxazole.hydrobromide), O.ON1N=NC2=C1C=CC=C2 (1-hydroxybenzotriazole hydrate). The solvent is CN(C=O)C (dimethylformamide), C(C)N(CC)CC (triethylamine). Run at temperature -20 celsius, time 10 minute. Product: C(C1=CC=CC=C1)OC(=O)C=1N=COC1CCNC([C@H](CC=1SC=CC1)NC(=O)OCC1=CC=CC=C1)=O (4-benzyloxycarbonyl-5-{2-[N-((2S)-3-(2-thienyl)-2-(benzyloxycarbonylamino)propionyl)amino]ethyl}oxazole). The yield is 89.8%. Reaction SMILES: [S:1]1[CH:5]=[CH:4][CH:3]=[C:2]1[CH2:6][C@H:7]([NH:11][C:12]([O:14][CH2:15][C:16]1[CH:21]=[CH:20][CH:19]=[CH:18][CH:17]=1)=[O:13])[C:8]([OH:10])=O.Br.[CH2:23]([O:30][C:31]([C:33]1[N:34]=[CH:35][O:36][C:37]=1[CH2:38][CH2:39][NH2:40])=[O:32])[C:24]1[CH:29]=[CH:28][CH:27]=[CH:26][CH:25]=1.O.ON1C2C=CC=CC=2N=N1.Cl.C(N=C=NCCCN(C)C)C>C(N(CC)CC)C.CN(C)C=O>[CH2:23]([O:30][C:31]([C:33]1[N:34]=[CH:35][O:36][C:37]=1[CH2:38][CH2:39][NH:40][C:8](=[O:10])[C@@H:7]([NH:11][C:12]([O:14][CH2:15][C:16]1[CH:21]=[CH:20][CH:19]=[CH:18][CH:17]=1)=[O:13])[CH2:6][C:2]1[S:1][CH:5]=[CH:4][CH:3]=1)=[O:32])[C:24]1[CH:29]=[CH:28][CH:27]=[CH:26][CH:25]=1 |f:1.2,3.4,5.6|. Procedure details: A mixture of 2.56 g of (2S)-3-(2-thienyl)-2-(benzyloxycarbonylamino)propionic acid, 2.39 g of 4-benzyloxycarbonyl-5-(2-aminoethyl)oxazole.hydrobromide, 1.42 g of 1-hydroxybenzotriazole hydrate and 30 ml of dimethylformamide was cooled to -20° C., and 1.77 g of 1-ethyl-3-(3-dimethylaminopropyl)carbodiimide.hydrochloride was added thereto. After 10 minutes, 0.93 g of triethylamine was added to the mixture, and the temperature of the mixture was gradually returned to room temperature and the mixtur... Reactants: ClC1=NC=C(C=C1Cl)CO (2,3-Dichloro-5-hydroxymethyl-pyridine), S(=O)(Cl)Cl (thionyl chloride). Product: ClCC=1C=C(C(=NC1)Cl)Cl (5-chloromethyl-2,3-dichloro-pyridine). Reaction SMILES: [Cl:1][C:2]1[C:7]([Cl:8])=[CH:6][C:5]([CH2:9]O)=[CH:4][N:3]=1.S(Cl)([Cl:13])=O>>[Cl:13][CH2:9][C:5]1[CH:6]=[C:7]([Cl:8])[C:2]([Cl:1])=[N:3][CH:4]=1. Procedure details: 2,3-Dichloro-5-hydroxymethyl-pyridine is reacted in a known manner with thionyl chloride to give 5-chloromethyl-2,3-dichloro-pyridine and the latter is reacted with sodium cyanide, without additional purification (for example analogously to L. A. Carlson et al., Acta Pharm. Suecica 9, 411 (1972)). 5,6-Dichloro-pyridine-3-acetonitrile, thus obtained, melts at 72°-75° C. after recrystallisation from ether.